From a dataset of the Open Reaction Database (ORD), a public repository of structured organic reaction records. describe an organic reaction: reactants, conditions, products, and yield Reactants: CC(C)(C)OC(=O)c1ccc(Br)cc1Nc1ccc(F)cc1, O=C([O-])O, CCOC(C)=O, CCO, Cc1ccccc1, CN(C)c1ccc(B(O)O)cc1, [Na+], O, c1ccc(P(c2ccccc2)(c2ccccc2)[Pd](P(c2ccccc2)(c2ccccc2)c2ccccc2)(P(c2ccccc2)(c2ccccc2)c2ccccc2)P(c2ccccc2)(c2ccccc2)c2ccccc2)cc1. Yields the product CN(C)c1ccc(-c2ccc(C(=O)OC(C)(C)C)c(Nc3ccc(F)cc3)c2)cc1. Reaction SMILES: [Br:8][c:9]1[cH:10][c:11]([NH:22][c:23]2[cH:24][cH:25][c:26]([F:29])[cH:27][cH:28]2)[c:12]([C:13](=[O:14])[O:15][C:16]([CH3:17])([CH3:18])[CH3:19])[cH:20][cH:21]1.[C:42](=[O:43])([O-:44])[OH:45].[CH3:125][CH2:126][O:127][C:128](=[O:129])[CH3:130].[CH3:131][CH2:132][OH:133].[CH3:1][c:2]1[cH:3][cH:4][cH:5][cH:6][cH:7]1.[CH3:30][N:31]([c:32]1[cH:33][cH:34][c:35]([B:38]([OH:39])[OH:40])[cH:36][cH:37]1)[CH3:41].[Na+:46].[OH2:124].[cH:47]1[cH:48][cH:49][c:50]([P:51]([Pd:52]([P:53]([c:54]2[cH:55][cH:56][cH:57][cH:58][cH:59]2)([c:60]2[cH:61][cH:62][cH:63][cH:64][cH:65]2)[c:66]2[cH:67][cH:68][cH:69][cH:70][cH:71]2)([P:72]([c:73]2[cH:74][cH:75][cH:76][cH:77][cH:78]2)([c:79]2[cH:80][cH:81][cH:82][cH:83][cH:84]2)[c:85]2[cH:86][cH:87][cH:88][cH:89][cH:90]2)[P:91]([c:92]2[cH:93][cH:94][cH:95][cH:96][cH:97]2)([c:98]2[cH:99][cH:100][cH:101][cH:102][cH:103]2)[c:104]2[cH:105][cH:106][cH:107][cH:108][cH:109]2)([c:110]2[cH:111][cH:112][cH:113][cH:114][cH:115]2)[c:116]2[cH:117][cH:118][cH:119][cH:120][cH:121]2)[cH:122][cH:123]1>>[c:9]1(-[c:35]2[cH:34][cH:33][c:32]([N:31]([CH3:30])[CH3:41])[cH:37][cH:36]2)[cH:10][c:11]([NH:22][c:23]2[cH:24][cH:25][c:26]([F:29])[cH:27][cH:28]2)[c:12]([C:13](=[O:14])[O:15][C:16]([CH3:17])([CH3:18])[CH3:19])[cH:20][cH:21]1. Reactants: C(C1=CC=CC=C1)N1CC2C(C3=C(C2C1)SC=C3C)=C (2-Benzyl-6-methyl-7-methylene-1,2,3,3a,7,7a-hexahydro-4-thia-2-aza-cyclopenta[α]pentalene). Reagents/catalysts: [Pd] (Pd/C). The solvent is CO (MeOH). Conditions: time 16 hour. The product is C(C1=CC=CC=C1)N1CC2C(C3=C(C2C1)SC=C3C)C (2-Benzyl-6,7-dimethyl-1,2,3,3a,7,7a-hexahydro-4-thia-2-aza-cyclopenta[α]pentalene). Reaction SMILES: [CH2:1]([N:8]1[CH2:15][CH:14]2[CH:10]([C:11](=[CH2:20])[C:12]3[C:18]([CH3:19])=[CH:17][S:16][C:13]=32)[CH2:9]1)[C:2]1[CH:7]=[CH:6][CH:5]=[CH:4][CH:3]=1>CO.[Pd]>[CH2:1]([N:8]1[CH2:15][CH:14]2[CH:10]([CH:11]([CH3:20])[C:12]3[C:18]([CH3:19])=[CH:17][S:16][C:13]=32)[CH2:9]1)[C:2]1[CH:3]=[CH:4][CH:5]=[CH:6][CH:7]=1. Procedure: A solution of product from step g) (3.1 g) in MeOH (55 ml) was treated with 10% Pd/C (4.65 g) and a balloon of H2 at 40° C. for 16 hours. The reaction mixture was filtered through a pad of celite, evaporated in vacuo and the residue purified by silica-gel chromatography using a ethyl acetate/hexanes gradient (0% to 50% ethyl acetate) to give 948 mg (49% over two steps) of the subtitle product. MS calculated for C18H21NS+H 284, observed 284. Reactants: CC(C)=O, CCOC(=O)C=C(CCl)OC, [I-], [Na+]. Yields the product CCOC(=O)C=C(CI)OC. RXN SMILES: [CH3:14][C:15](=[O:16])[CH3:17].[CH3:3][O:4][C:5](=[CH:6][C:7](=[O:8])[O:9][CH2:10][CH3:11])[CH2:12][Cl:13].[I-:1].[Na+:2]>>[I:1][CH2:12][C:5]([O:4][CH3:3])=[CH:6][C:7](=[O:8])[O:9][CH2:10][CH3:11]. The reactants are CSC1=C(C=C(C(=O)OC)C=C1)[N+](=O)[O-] (methyl 4-methylthio-3-nitrobenzoate), [OH-].[Na+] (sodium hydroxide), C(C)(=O)O (acetic acid). Solvent: C(C)O (ethanol), O (water). Yields the product CSC1=C(C=C(C(=O)O)C=C1)[N+](=O)[O-] (4-methylthio-3-nitrobenzoic acid). The yield is 93.8%. RXN SMILES: [CH3:1][S:2][C:3]1[CH:12]=[CH:11][C:6]([C:7]([O:9]C)=[O:8])=[CH:5][C:4]=1[N+:13]([O-:15])=[O:14].[OH-].[Na+].C(O)(=O)C>C(O)C.O>[CH3:1][S:2][C:3]1[CH:12]=[CH:11][C:6]([C:7]([OH:9])=[O:8])=[CH:5][C:4]=1[N+:13]([O-:15])=[O:14] |f:1.2|. Reported procedure: A solution of methyl 4-methylthio-3-nitrobenzoate (11.7 g) and sodium hydroxide (4.1 g) in ethanol (234 ml) and water (117 ml) was heated at reflux for 2 hours and was then concentrated in vacuo to about 70 ml. Water (250 ml) was added and the mixture was warmed to give a solution which was acidified with acetic acid (30 ml). The mixture was stirred while cooling and the resulting solid collected and washed with water to yield 4-methylthio-3-nitrobenzoic acid (10.3 g), m.p. 245°-247° C. [Element...